This data is from the Open Reaction Database (ORD), a public repository of structured organic reaction records. The task is: describe an organic reaction: reactants, conditions, products, and yield The reactants are COC[C@H]1[C@@]([C@H]1/C=C/C(=C/C(=O)OCC)/C)(C1=CC(=CC(=C1)C(C)C)C(C)C)C (Ethyl (+)-(1S, 2R, 3R)-5-[3-methoxymethyl-2-methyl-2-(3,5-diisopropyl-phenyl)-cyclopropyl]-3-methyl-penta-2E,4E-dienoate), C(C)OC[C@H]1[C@@]([C@@H]1C=O)(C1=CC(=CC(=C1)C(C)C)C(C)C)C ((−)-(1R, 2S, 3R)-3-Ethoxymethyl-2-methyl-2-(3,5-diisopropyl-phenyl)-cyclopropanecarbaldehyde). The product is C(C)OC[C@H]1[C@]([C@@H]1/C=C/C(=C/C(=O)OCC)/C)(C1=CC(=CC(=C1)C(C)C)C(C)C)C (Ethyl (−)-(1R, 2S, 3R)-5-[3-ethoxymethyl-2-methyl-2-(3,5-diisopropyl-phenyl)-cyclopropyl]-3-methyl-penta-2E,4E-dienoate). The yield is 73.0%. As a reaction SMILES: [CH3:1][O:2][CH2:3][C@@H:4]1[C@H:6](/[CH:7]=[CH:8]/[C:9](/[CH3:16])=[CH:10]/[C:11]([O:13][CH2:14][CH3:15])=[O:12])[C@@:5]1([CH3:29])[C:17]1[CH:22]=[C:21]([CH:23]([CH3:25])[CH3:24])[CH:20]=[C:19]([CH:26]([CH3:28])[CH3:27])[CH:18]=1.[CH2:30](OC[C@@H]1[C@@H](C=O)[C@@]1(C)C1C=C(C(C)C)C=C(C(C)C)C=1)C>>[CH2:1]([O:2][CH2:3][C@@H:4]1[C@@H:6](/[CH:7]=[CH:8]/[C:9](/[CH3:16])=[CH:10]/[C:11]([O:13][CH2:14][CH3:15])=[O:12])[C@:5]1([CH3:29])[C:17]1[CH:18]=[C:19]([CH:26]([CH3:28])[CH3:27])[CH:20]=[C:21]([CH:23]([CH3:24])[CH3:25])[CH:22]=1)[CH3:30]. Reported procedure: Following a procedure similar to that for the preparation of Compound 24 but using Intermediate 48b as the starting material afforded the title compound (36 mg, 73% yield) as a white solid: Reactants: Br (HBr), C(#N)C(=CC=COC)SC(F)(F)F (1-cyano-1-trifluoromethylthio-4-methoxy-1,3-butadiene), C(=O)([O-])[O-].[Na+].[Na+] (Na2CO3). Solvent: CC(=O)O (AcOH), CC(=O)O (AcOH). Conditions: temperature 55 celsius. The product is BrC1=NC=CC=C1SC(F)(F)F (2-bromo-3-trifluoromethylthiopyridine). Reaction SMILES: [BrH:1].[C:2]([C:4]([S:10][C:11]([F:14])([F:13])[F:12])=[CH:5][CH:6]=[CH:7]OC)#[N:3].C([O-])([O-])=O.[Na+].[Na+]>CC(O)=O>[Br:1][C:2]1[C:4]([S:10][C:11]([F:14])([F:13])[F:12])=[CH:5][CH:6]=[CH:7][N:3]=1 |f:2.3.4|. Reported procedure: A solution of 30% HBr, AcOH (70 mL) was added dropwise with stirring at 40° C. to a solution of 4-cyano-4-trifluoromethylthio-3-butenealdehydedimethylacetal and 1-cyano-1-trifluoromethylthio-4-methoxy-1,3-butadiene (8.8 g) in AcOH (40 mL). After the addition, the solution was heated at 55° C. for 2 hours, poured onto ice and neutralized with solid Na2CO3. The solution was extracted with CH2Cl2 (3x) and the CH2Cl2 extracts dried, filtered and concentrated to dryness. The residual oil was distille...